From a dataset of the Open Reaction Database (ORD), a public repository of structured organic reaction records. describe an organic reaction: reactants, conditions, products, and yield Reactants: O=C1CCC(=O)N1Br, ClCCl, Cc1ccc2c(C(=O)O)cn(C(C)C)c2c1, Nc1nccs1, c1ccc(P(c2ccccc2)c2ccccc2)cc1. Yields the product Cc1ccc2c(C(=O)Nc3nccs3)cn(C(C)C)c2c1. RXN SMILES: [Br:20][N:21]1[C:22](=[O:23])[CH2:24][CH2:25][C:26]1=[O:27].[CH2:50]([Cl:51])[Cl:52].[CH:28]([CH3:29])([CH3:30])[n:31]1[cH:32][c:33]([C:41](=[O:42])[OH:43])[c:34]2[cH:35][cH:36][c:37]([CH3:40])[cH:38][c:39]12.[NH2:44][c:45]1[s:46][cH:47][cH:48][n:49]1.[c:1]1([P:2]([c:3]2[cH:4][cH:5][cH:6][cH:7][cH:8]2)[c:9]2[cH:10][cH:11][cH:12][cH:13][cH:14]2)[cH:15][cH:16][cH:17][cH:18][cH:19]1>>[CH:28]([CH3:29])([CH3:30])[n:31]1[cH:32][c:33]([C:41](=[O:43])[NH:44][c:45]2[s:46][cH:47][cH:48][n:49]2)[c:34]2[cH:35][cH:36][c:37]([CH3:40])[cH:38][c:39]12. Reported procedure: 200 mg (0.98 mmol) N-[3-(trifluoromethyl)phenyl]urea, 129 mg (0.98 mmol) 4-cyanobenzaldehyde, 92 mg (0.49 mmol) (1S)-2-methoxy-1-methyl-2-oxoethyl 3-oxobutanoate, and 295 mg polyphosphoric acid ethyl ester are suspended in 3 ml of THF. The mixture is stirred at reflux for 18 hours. After cooling down to room temperature, the solvent is removed in vacuo and the residue is purified by column chromatography on silica with cyclohexane/ethyl acetate as eluent. A mixture of diastereoisomers is obtaine... The solvent is C1CCOC1 (THF). Starting materials: FC(C=1C=C(C=CC1)NC(=O)N)(F)F (N-[3-(trifluoromethyl)phenyl]urea), polyphosphoric acid ethyl ester, C(#N)C1=CC=C(C=O)C=C1 (4-cyanobenzaldehyde), O=C(CC(=O)O[C@H](C(=O)OC)C)C ((1S)-2-methoxy-1-methyl-2-oxoethyl 3-oxobutanoate). Reaction SMILES: [F:1][C:2]([F:14])([F:13])[C:3]1[CH:4]=[C:5]([NH:9][C:10]([NH2:12])=[O:11])[CH:6]=[CH:7][CH:8]=1.[C:15]([C:17]1[CH:24]=[CH:23][C:20]([CH:21]=O)=[CH:19][CH:18]=1)#[N:16].O=[C:26]([CH3:37])[CH2:27][C:28]([O:30][C@@H:31]([CH3:36])[C:32]([O:34][CH3:35])=[O:33])=[O:29]>C1COCC1>[C:15]([C:17]1[CH:24]=[CH:23][C:20]([CH:21]2[C:27]([C:28]([O:30][C@@H:31]([CH3:36])[C:32]([O:34][CH3:35])=[O:33])=[O:29])=[C:26]([CH3:37])[N:9]([C:5]3[CH:6]=[CH:7][CH:8]=[C:3]([C:2]([F:13])([F:14])[F:1])[CH:4]=3)[C:10](=[O:11])[NH:12]2)=[CH:19][CH:18]=1)#[N:16]. Product: C(#N)C1=CC=C(C=C1)C1NC(N(C(=C1C(=O)O[C@H](C(=O)OC)C)C)C1=CC(=CC=C1)C(F)(F)F)=O ((1S)-2-Methoxy-1-methyl-2-oxoethyl 4-(4-cyanophenyl)-6-methyl-2-oxo-1-[3-(tri-fluoromethyl)phenyl]-1,2,3,4-tetrahydro-5-pyrimidinecarboxylate).